From a dataset of the Open Reaction Database (ORD), a public repository of structured organic reaction records. describe an organic reaction: reactants, conditions, products, and yield The reactants are C(C)O (ethanol), C(C)(=O)O (acetic acid), pyridiniumn tribromide, O (Water), C(C)(=O)O (acetic acid), N1C=CC2=C(C=CC=C12)C=1C=C(C=CC1)CCN(C)C ({2-[3-(1H-indol-4-yl)-phenyl]-ethyl}-dimethyl-amine). The reagents and catalysts are [Zn] (zinc). Solvent: CC(C)(C)O (t-BuOH). Run at time 3 hour. Yields the product CN(CCC=1C=C(C=CC1)C1=C2CC(NC2=CC=C1)=O)C (4-[3-(2-dimethylamino-ethyl)-phenyl]-1,3-dihydro-indol-2-one). Reaction SMILES: [NH:1]1[C:9]2[C:4](=[C:5]([C:10]3[CH:11]=[C:12]([CH2:16][CH2:17][N:18]([CH3:20])[CH3:19])[CH:13]=[CH:14][CH:15]=3)[CH:6]=[CH:7][CH:8]=2)[CH:3]=[CH:2]1.C([OH:23])C.C(O)(=O)C.O>CC(O)(C)C.[Zn]>[CH3:20][N:18]([CH3:19])[CH2:17][CH2:16][C:12]1[CH:11]=[C:10]([C:5]2[CH:6]=[CH:7][CH:8]=[C:9]3[C:4]=2[CH2:3][C:2](=[O:23])[NH:1]3)[CH:15]=[CH:14][CH:13]=1. Reported procedure: To the suspension of {2-[3-(1H-indol-4-yl)-phenyl]-ethyl}-dimethyl-amine (600 mg, 2.2 mmol) in t-BuOH: ethanol: acetic acid (14.5 mL: 8.8 mL: 10.5 mL) was added pyridiniumn tribromide (2.3 g, 6.6 mmol) portionwise. The mixture was stirred at room temperature for 3 hours, and then to the mixture was added acetic acid (9.24 mL). Water (0.32 mL) and zinc dust (2.2 g, 61.2 mmol) was added to the reaction mixture portionwise. After stirring for one hour, any unreacted zinc was filtered off and most o... The reactants are NC1=C(NC2=C(C3=C(S2)C=CC=C3)C#N)C=C(C=C1)F (2-(2-Amino-5-fluoroanilino)benzo[b]thiophene-3-carbonitrile), Cl (hydrochloric acid). Solvent: CO (methanol), O (water). Product: NC=1C2=C(NC3=C(N1)C=CC(=C3)F)SC3=C2C=CC=C3 (12-amino-8-fluoro-6H-[1]benzothieno[2,3-b][1,5]benzodiazepine). As a reaction SMILES: [NH2:1][C:2]1[CH:19]=[CH:18][C:17]([F:20])=[CH:16][C:3]=1[NH:4][C:5]1[S:9][C:8]2[CH:10]=[CH:11][CH:12]=[CH:13][C:7]=2[C:6]=1[C:14]#[N:15].Cl>CO.O>[NH2:15][C:14]1[C:6]2[C:7]3[CH:13]=[CH:12][CH:11]=[CH:10][C:8]=3[S:9][C:5]=2[NH:4][C:3]2[CH:16]=[C:17]([F:20])[CH:18]=[CH:19][C:2]=2[N:1]=1. Reported procedure: 2-(2-Amino-5-fluoroanilino)benzo[b]thiophene-3-carbonitrile (155 g) was suspended in a mixture of methanol (250 ml) and water (200 ml) and 35% aqueous hydrochloric acid (42 ml) was added. The mixture was stirred under reflux with heating for 5.5 hours. The reaction mixture was cooled and stirred at 20° C. for 1 hour. The precipitated crystals were filtered by suction, washed successsively with water (500 ml) and isopropyl alcohol (200 ml) and dried in a drying box overnight to give 12-amino-8-fl... RXN SMILES: [C:31]([O:32][BH-:33]([O:34][C:35](=[O:36])[CH3:37])[O:38][C:39](=[O:40])[CH3:41])(=[O:42])[CH3:43].[CH3:27][C:28](=[O:29])[OH:30].[Cl:45][CH2:46][Cl:47].[ClH:1].[F:2][C:3]([C:4](=[O:5])[N:6]1[CH2:7][CH2:8][CH:9]([NH2:12])[CH2:10][CH2:11]1)([F:13])[F:14].[Na+:44].[O:15]1[CH2:16][CH2:17][O:18][c:19]2[c:20]1[cH:21][cH:22][c:23]([CH:25]=[O:26])[cH:24]2>>[F:2][C:3]([C:4](=[O:5])[N:6]1[CH2:7][CH2:8][CH:9]([NH:12][CH2:25][c:23]2[cH:22][cH:21][c:20]3[c:19]([cH:24]2)[O:18][CH2:17][CH2:16][O:15]3)[CH2:10][CH2:11]1)([F:13])[F:14]. Starting materials: CC(=O)O[BH-](OC(C)=O)OC(C)=O, CC(=O)O, ClCCl, Cl, NC1CCN(C(=O)C(F)(F)F)CC1, [Na+], O=Cc1ccc2c(c1)OCCO2. The product is O=C(N1CCC(NCc2ccc3c(c2)OCCO3)CC1)C(F)(F)F.